From a dataset of the Open Reaction Database (ORD), a public repository of structured organic reaction records. describe an organic reaction: reactants, conditions, products, and yield Reactants: S(O)(O)(=O)=O (sulfuric acid), NC1=NC=CC(N1)=O (2-amino-3,4-dihydropyrimidin-4-one), [N+](=O)(O)[O-] (nitric acid). The solvent is O (water). Reaction conditions: temperature 70 celsius. The product is NC1=NC=C(C(N1)=O)[N+](=O)[O-] (2-amino-5-nitro-3,4-dihydropyrimidin-4-one). Reaction SMILES: S(=O)(=O)(O)O.[NH2:6][C:7]1[NH:12][C:11](=[O:13])[CH:10]=[CH:9][N:8]=1.[N+:14]([O-])([OH:16])=[O:15]>O>[NH2:6][C:7]1[NH:12][C:11](=[O:13])[C:10]([N+:14]([O-:16])=[O:15])=[CH:9][N:8]=1. Procedure details: Concentrated sulfuric acid (2.4 mL) was added to 2-amino-3,4-dihydropyrimidin-4-one (1 g, 9.0 mmol). The mixture was stirred and cooled in ice bath before dropwise addition of concentrated nitric acid (0.56 mL). The mixture was stirred at RT for 30 min before being heated at 70° C. for 2 hr. The mixture was allowed to cool to RT and was slowly added to water (10 mL), cooled in an ice bath. The resultant precipitate was collected by suction filtration, washed with diethyl ether (5 mL) and then th... The reactants are NC1=CC2=C(CCC=3C(=NN(C23)C2=CC=C(C=C2)OOSN)C(=O)N)C=C1 (8-amino-1-{4-[(aminothio)peroxy]phenyl}-4,5-dihydro-1H-benzo[g]indazole-3-carboxamide), CN1CCCC1=O (NMP). Reagents/catalysts: [Pd] (Pd/C). Run in C1(=CC=CC=C1)C(C)C (cumene). Product: NC1=CC=2C(=CC=C3C(=NN(C23)C2=CC=C(C=C2)OOSN)C(=O)N)C=C1 (8-amino-1-{4-[(aminothio)peroxy]phenyl}-1H-benzo[g]indazole-3-carboxamide). Yield: 90.5%. Reaction SMILES: [NH2:1][C:2]1[CH:27]=[CH:26][C:5]2[CH2:6][CH2:7][C:8]3[C:9]([C:23]([NH2:25])=[O:24])=[N:10][N:11]([C:13]4[CH:18]=[CH:17][C:16]([O:19][O:20][S:21][NH2:22])=[CH:15][CH:14]=4)[C:12]=3[C:4]=2[CH:3]=1.CN1C(=O)CCC1>C1(C(C)C)C=CC=CC=1.[Pd]>[NH2:1][C:2]1[CH:27]=[CH:26][C:5]2=[CH:6][CH:7]=[C:8]3[C:12]([N:11]([C:13]4[CH:18]=[CH:17][C:16]([O:19][O:20][S:21][NH2:22])=[CH:15][CH:14]=4)[N:10]=[C:9]3[C:23]([NH2:25])=[O:24])=[C:4]2[CH:3]=1. Procedure: The product of Example 4b (1 g) and 5% Pd/C (300 mg) suspended in cumene (50 mL) and NMP (5 mL) was heated at reflux for 16 h. The mixture was then filtered and concentrated. The residue was diluted with methanol (10 mL) and added to water, after 1 h the resulting precipitate was collected by filtration and dried to yield the title compound (0.9 g). Starting materials: COCCO[AlH2-]OCCOC.[Na+] (vitride), C1(=CC=CC=C1)C (toluene), C(=O)(OCC)C1=C(N=C2N1C=CC=C2NC(C2=CC=CC=C2)(C)C)C (3-carboethoxy-8-(dimethylbenzylamino)-2-methylimidazo[1,2-a]pyridine), C1(=CC=CC=C1)C (toluene). Run at time 105 minute. Product: CC1=C(CNC=2C=3N(C=CC2)C(=C(N3)C)CO)C(=CC=C1)C (8-(2,6-dimethylbenzylamino)-3-hydroxymethyl-2-methylimidazo[1,2-a]pyridine). As a reaction SMILES: [CH3:1]OCCO[AlH2-]OCCOC.[Na+].[C:13]([C:18]1[N:22]2[CH:23]=[CH:24][CH:25]=[C:26]([NH:27][C:28](C)(C)C3C=CC=CC=3)[C:21]2=[N:20][C:19]=1[CH3:37])(OCC)=[O:14].[C:38]1([CH3:44])[CH:43]=[CH:42][CH:41]=[CH:40][CH:39]=1>>[CH3:44][C:38]1[CH:43]=[CH:42][CH:41]=[C:40]([CH3:1])[C:39]=1[CH2:28][NH:27][C:26]1[C:21]2[N:22]([C:18]([CH2:13][OH:14])=[C:19]([CH3:37])[N:20]=2)[CH:23]=[CH:24][CH:25]=1 |f:0.1|. Procedure: A solution of vitride (40 ml, 136 mmol) in toluene (25 ml) was added dropwise to a nitrogen-purged solution of 3-carboethoxy-8-(dimethylbenzylamino)-2-methylimidazo[1,2-a]pyridine (8.0 g, 23.71 mmol) in toluene (100 ml). The ice-bath was removed and the reaction mixture was stirred at room temperature for 105 min. The reaction mixture was cooled to 0° C. and quenched by addition of water (36 ml). The mixture was filtered and the organic layer washed with aqueous NaHCO3, dried over Na2SO4 and con... The reactants are O=C(O)CCCCCCCCCCBr, OCC(F)(F)C(F)C(F)(F)F. Yields the product O=C(CCCCCCCCCCBr)OCC(F)(F)C(F)C(F)(F)F. RXN SMILES: [Br:12][CH2:13][CH2:14][CH2:15][CH2:16][CH2:17][CH2:18][CH2:19][CH2:20][CH2:21][CH2:22][C:23](=[O:24])[OH:25].[F:1][C:2]([CH2:3][OH:4])([CH:5]([C:6]([F:7])([F:8])[F:9])[F:10])[F:11]>>[F:1][C:2]([CH2:3][O:4][C:23]([CH2:22][CH2:21][CH2:20][CH2:19][CH2:18][CH2:17][CH2:16][CH2:15][CH2:14][CH2:13][Br:12])=[O:24])([CH:5]([C:6]([F:7])([F:8])[F:9])[F:10])[F:11]. Reactants: C(CC)[Si]1(CCC(CC1)C1=CC=C(C=C1)C1=CC(=C(C(=C1)F)O)F)C1=CC=CC=C1 (4-(4-(4-n-propyl-4-phenyl-4-silacyclohexyl)phenyl) -2,6-difluorophenol), F[C@H](CO)CCCCCC ((S)-2-fluoro-1-octanol). Yields the product C(CC)[Si@@H]1CC[C@H](CC1)C1=CC=C(C=C1)C1=CC(=C(C(=C1)F)OC[C@@H](CCCCCC)F)F ((R)-4-(4-(trans-4-n-propyl-4-silacyclohexyl)phenyl)-1-(2-fluorooctyloxy)2,6-difluorobenzene). RXN SMILES: [CH2:1]([Si:4]1(C2C=CC=CC=2)[CH2:9][CH2:8][CH:7]([C:10]2[CH:15]=[CH:14][C:13]([C:16]3[CH:21]=[C:20]([F:22])[C:19]([OH:23])=[C:18]([F:24])[CH:17]=3)=[CH:12][CH:11]=2)[CH2:6][CH2:5]1)[CH2:2][CH3:3].[F:31][C@@H:32]([CH2:35][CH2:36][CH2:37][CH2:38][CH2:39][CH3:40])[CH2:33]O>>[CH2:1]([Si@H:4]1[CH2:9][CH2:8][C@H:7]([C:10]2[CH:11]=[CH:12][C:13]([C:16]3[CH:21]=[C:20]([F:22])[C:19]([O:23][CH2:33][C@H:32]([F:31])[CH2:35][CH2:36][CH2:37][CH2:38][CH2:39][CH3:40])=[C:18]([F:24])[CH:17]=3)=[CH:14][CH:15]=2)[CH2:6][CH2:5]1)[CH2:2][CH3:3]. Procedure: The general procedure of Example 1 was repeated using 4-(4-(4-n-propyl-4-phenyl-4-silacyclohexyl)phenyl) -2,6-difluorophenol and (S)-2-fluoro-1-octanol, thereby obtaining the intended compound.